From a dataset of the Open Reaction Database (ORD), a public repository of structured organic reaction records. describe an organic reaction: reactants, conditions, products, and yield The reactants are C1CCOC1, CCOC(=O)N=NC(=O)OCC, OC(CCC1(O)CC1)COC1CCCCO1, c1ccc(P(c2ccccc2)c2ccccc2)cc1. The product is C1CCC(OCC2CCC3(CC3)O2)OC1. As a reaction SMILES: [CH2:48]1[O:49][CH2:50][CH2:51][CH2:52]1.[O:36]=[C:37]([O:38][CH2:39][CH3:40])[N:41]=[N:42][C:43]([O:44][CH2:45][CH3:46])=[O:47].[OH:1][CH:2]([CH2:3][CH2:4][C:5]1([OH:8])[CH2:6][CH2:7]1)[CH2:9][O:10][CH:11]1[O:12][CH2:13][CH2:14][CH2:15][CH2:16]1.[c:17]1([P:18]([c:19]2[cH:20][cH:21][cH:22][cH:23][cH:24]2)[c:25]2[cH:26][cH:27][cH:28][cH:29][cH:30]2)[cH:31][cH:32][cH:33][cH:34][cH:35]1>>[CH:2]1([CH2:9][O:10][CH:11]2[O:12][CH2:13][CH2:14][CH2:15][CH2:16]2)[CH2:3][CH2:4][C:5]2([CH2:6][CH2:7]2)[O:8]1.